From a dataset of the Open Reaction Database (ORD), a public repository of structured organic reaction records. describe an organic reaction: reactants, conditions, products, and yield The reactants are CO, ClCCl, Nc1ccc(C(=O)O)c([N+](=O)[O-])c1, O=S(Cl)Cl. Yields the product COC(=O)c1ccc(N)cc1[N+](=O)[O-]. As a reaction SMILES: [CH3:17][OH:18].[Cl:14][CH2:15][Cl:16].[N+:1](=[O:2])([O-:3])[c:4]1[c:5]([C:6](=[O:7])[OH:8])[cH:9][cH:10][c:11]([NH2:13])[cH:12]1.[S:19]([Cl:20])([Cl:21])=[O:22]>>[N+:1](=[O:2])([O-:3])[c:4]1[c:5]([C:6](=[O:7])[O:8][CH3:15])[cH:9][cH:10][c:11]([NH2:13])[cH:12]1. Starting materials: C(c1ccc(c2ccc(cc2[Cl])[Cl])o1)=O, CC1=CN=C(C=C1)N, [C-]#[N+]C1CCCCC1. Reagents/catalysts: O=C(O)C(F)(F)F (trifluoroacetic acid). The solvent is CC(C)O (isopropyl alcohol), CC(C)O (isopropylalcohol). Run at temperature 22 celsius, time 20 hour. The product is Cc1ccc2nc(c(NC3CCCCC3)n2c1)c1ccc(c2ccc(cc2[Cl])[Cl])o1. The yield is 3.0%. As a reaction SMILES: CC1=CC=C(N)N=C1.[C-]#[N+]C1CCCCC1.ClC1=CC(Cl)=C(C=C1)C1=CC=C(O1)C=O>>CC1=CN2C(C=C1)=NC(C1=CC=C(O1)C1=C(Cl)C=C(Cl)C=C1)=C2NC1CCCCC1. The reactants are COc1ccc2nccc(C3CO3)c2c1, CCO, C1=C(CNCc2ccc3c(c2)OCCO3)CNCC1. Yields the product COc1ccc2nccc(C(O)CN3CCC=C(CNCc4ccc5c(c4)OCCO5)C3)c2c1. As a reaction SMILES: [CH3:20][O:21][c:22]1[cH:23][c:24]2[c:25]([CH:32]3[O:33][CH2:34]3)[cH:26][cH:27][n:28][c:29]2[cH:30][cH:31]1.[CH3:35][CH2:36][OH:37].[O:1]1[CH2:2][CH2:3][O:4][c:5]2[c:6]1[cH:7][cH:8][c:9]([CH2:11][NH:12][CH2:13][C:14]1=[CH:19][CH2:18][CH2:17][NH:16][CH2:15]1)[cH:10]2>>[O:1]1[CH2:2][CH2:3][O:4][c:5]2[c:6]1[cH:7][cH:8][c:9]([CH2:11][NH:12][CH2:13][C:14]1=[CH:19][CH2:18][CH2:17][N:16]([CH2:34][CH:32]([c:25]3[c:24]4[cH:23][c:22]([O:21][CH3:20])[cH:31][cH:30][c:29]4[n:28][cH:27][cH:26]3)[OH:33])[CH2:15]1)[cH:10]2. The reactants are C(C(=O)OCC)(=O)OCC (diethyl oxalate), 6-chloro-2-pentanone, C(C)(=O)[O-].[K+] (Potassium acetate), Cl.C(C(=O)O)(=O)O.C(C)(C)(C)NN (tert-Butylhydrazine oxalate hydrochloride), CC(C)([O-])C.[Na+] (sodium tert-butoxide). Run in C(C)O (ethanol), C(C)(=O)O (acetic acid), C(C)O (ethanol). Conditions: temperature 0 celsius, time 5 minute. Product: C(C)(C)(C)N1N=C(C=C1CCCCl)C(=O)OCC (ethyl 1-tert-butyl-5-(3-chloropropyl)-1H-pyrazole-3-carboxylate). RXN SMILES: [CH3:1][C:2]([CH3:5])([O-])[CH3:3].[Na+].[C:7]([O:14][CH2:15][CH3:16])(=[O:13])[C:8](OCC)=O.[C:17]([O-])(=O)[CH3:18].[K+].[ClH:22].C(O)(=O)C(O)=O.[C:29]([NH:33][NH2:34])(C)([CH3:31])[CH3:30]>C(O)(=O)C.C(O)C>[C:2]([N:33]1[C:29]([CH2:31][CH2:17][CH2:18][Cl:22])=[CH:30][C:8]([C:7]([O:14][CH2:15][CH3:16])=[O:13])=[N:34]1)([CH3:5])([CH3:3])[CH3:1] |f:0.1,3.4,5.6.7|. Procedure details: Under a nitrogen atmosphere, a mixture sodium tert-butoxide (88.45 g, 0.920 mol) and ethanol (625 mL) was stirred for 5 minutes and then cooled to 0° C. A solution of diethyl oxalate (119 mL, 0.877 mol) and 6-chloro-2-pentanone (100 mL, 0.877 mol) in a minimal amount of ethanol was added and a precipitate formed immediately. The reaction was stirred for 5 minutes, then acetic acid (438 mL of 2 M) was added and a solution was obtained. Potassium acetate (129.0 g, 1.314 mol) was added and the reac... Reactants: C(C)N1CCOCC1 (N-ethylmorpholine), C1CCC(CC1)N=C=NC2CCCCC2 (DCC), N([C@H](CC1=CC=CC=C1)C(=O)O)C(=O)OCC1=CC=CC=C1 (Z-D-Phe-OH), N[C@H](CC1=CC=CC=C1)C(=O)N[C@@H](COC(C)(C)C)C(=O)OC(C)(C)C.Cl (H-D-Phe-Ser(tBu)-OtBu.HCl), C=1C=CC2=C(C1)N=NN2O (HOBt). Run in CN(C=O)C (dimethylformamide). Reaction conditions: temperature 0 celsius, time 1 hour. Product: N([C@H](CC1=CC=CC=C1)C(=O)N[C@H](CC1=CC=CC=C1)C(=O)N[C@@H](COC(C)(C)C)C(=O)OC(C)(C)C)C(=O)OCC1=CC=CC=C1 (Z-D-Phe-D-Phe-Ser(tBu)-OtBu). Reaction SMILES: C(N1CCOCC1)C.C1CCC(N=C=NC2CCCCC2)CC1.[NH:24]([C:36]([O:38][CH2:39][C:40]1[CH:45]=[CH:44][CH:43]=[CH:42][CH:41]=1)=[O:37])[C@@H:25]([C:33]([OH:35])=O)[CH2:26][C:27]1[CH:32]=[CH:31][CH:30]=[CH:29][CH:28]=1.[NH2:46][C@@H:47]([C:55]([NH:57][C@H:58]([C:65]([O:67][C:68]([CH3:71])([CH3:70])[CH3:69])=[O:66])[CH2:59][O:60][C:61]([CH3:64])([CH3:63])[CH3:62])=[O:56])[CH2:48][C:49]1[CH:54]=[CH:53][CH:52]=[CH:51][CH:50]=1.Cl.C1C=CC2N(O)N=NC=2C=1>CN(C)C=O>[NH:24]([C:36]([O:38][CH2:39][C:40]1[CH:45]=[CH:44][CH:43]=[CH:42][CH:41]=1)=[O:37])[C@@H:25]([C:33]([NH:46][C@@H:47]([C:55]([NH:57][C@H:58]([C:65]([O:67][C:68]([CH3:71])([CH3:70])[CH3:69])=[O:66])[CH2:59][O:60][C:61]([CH3:64])([CH3:62])[CH3:63])=[O:56])[CH2:48][C:49]1[CH:54]=[CH:53][CH:52]=[CH:51][CH:50]=1)=[O:35])[CH2:26][C:27]1[CH:28]=[CH:29][CH:30]=[CH:31][CH:32]=1 |f:3.4|. Procedure details: 4.71 ml of N-ethylmorpholine and 7.98 g of DCC are added at 0° C. to a solution of 10.69 g of Z-D-Phe-OH, 14.5 g of H-D-Phe-Ser(tBu)-OtBu.HCl and 4.89 g of HOBt in 150 ml of dimethylformamide. The mixture is left to stir at 0° C. for 1 hour and to stand at room temperature overnight. The precipitate is filtered off with suction, and the filtrate is concentrated. The residue is partitioned between ethyl acetate and water. The ethyl acetate phase is extracted by shaking successively with saturated...